The task is: describe an organic reaction: reactants, conditions, products, and yield. This data is from the Open Reaction Database (ORD), a public repository of structured organic reaction records. The reactants are CC1CCCN1, Cc1nc(Cl)c2nc(-c3ccccc3)cc-2[nH]1, [K+], [K+], O=C([O-])[O-], O. The product is Cc1nc(N2CCCC2C)c2nc(-c3ccccc3)cc-2[nH]1. Reaction SMILES: [CH3:18][CH:19]1[NH:20][CH2:21][CH2:22][CH2:23]1.[Cl:1][c:2]1[c:3]2[n:11][c:10](-[c:12]3[cH:13][cH:14][cH:15][cH:16][cH:17]3)[cH:9][c:4]-2[nH:5][c:6]([CH3:8])[n:7]1.[K+:24].[K+:25].[O-:26][C:27]([O-:28])=[O:29].[OH2:30]>>[c:2]1([N:20]2[CH:19]([CH3:18])[CH2:23][CH2:22][CH2:21]2)[c:3]2[n:11][c:10](-[c:12]3[cH:13][cH:14][cH:15][cH:16][cH:17]3)[cH:9][c:4]-2[nH:5][c:6]([CH3:8])[n:7]1. Reactants: N1N=CN=C1 (1,2,4-triazole), CC(C)([O-])C.[K+] (potassium tert. butoxide), ClC1=CC=C(C=C1)C1(OC1)C1(CC1)N1N=C(N=C1)Cl (2-(4-chlorophenyl)-2-[1-(3-chloro-1,2,4-triazol-1-yl)-cyclopropyl]-oxirane). The solvent is CN(C=O)C (dimethylformamide), CN(C=O)C (dimethylformamide). Product: ClC1=CC=C(C=C1)C(CN1N=CN=C1)(O)C1(CC1)N1N=C(N=C1)Cl (1-(4-Chlorophenyl)-1-[1-(3-chloro-1,2,4-triazol-1-yl)-cyclopropyl]-2-(1,2,4-triazol-1-yl)-ethan-1-ol). The yield is 44.3%. RXN SMILES: [NH:1]1[CH:5]=[N:4][CH:3]=[N:2]1.CC(C)([O-])C.[K+].[Cl:12][C:13]1[CH:18]=[CH:17][C:16]([C:19]2([C:22]3([N:25]4[CH:29]=[N:28][C:27]([Cl:30])=[N:26]4)[CH2:24][CH2:23]3)[CH2:21][O:20]2)=[CH:15][CH:14]=1>CN(C)C=O>[Cl:12][C:13]1[CH:18]=[CH:17][C:16]([C:19]([C:22]2([N:25]3[CH:29]=[N:28][C:27]([Cl:30])=[N:26]3)[CH2:24][CH2:23]2)([OH:20])[CH2:21][N:1]2[CH:5]=[N:4][CH:3]=[N:2]2)=[CH:15][CH:14]=1 |f:1.2|. Procedure: 15.6 g (0.276 mol) of 1,2,4-triazole and 1.7 g (0.015 mol) of potassium tert. butoxide are initially introduced into 40 ml of abs. dimethylformamide and 21 g (0.071 mol) of 2-(4-chlorophenyl)-2-[1-(3-chloro-1,2,4-triazol-1-yl)-cyclopropyl]-oxirane in 30 ml of absolute dimethylformamide are added dropwise at 80° C. The mixture is allowed to react at 100° C. for 6 hours and the solvent is then evaporated in vacuo. The residue is taken up in ethyl acetate/toluene, the solution is washed with water ... The reactants are C(C1=CC=CC=C1)OC1=CC2=C(NC(=NS2(=O)=O)C=2C(C(C3=CC=CC=C3C2O)(CCC)C)=O)C=C1 (3-[7-(benzyloxy)-1,1-dioxido-4H-1,2,4-benzothiadiazin-3-yl]-4-hydroxy-1-methyl-1-propylnaphthalen-2(1 H)-one). Reagents/catalysts: [Pd] (palladium on carbon). Run in O1CCCC1 (tetrahydrofuran). Reaction conditions: temperature 25 celsius, time 72 hour. The product is OC1=C(C(C(C2=CC=CC=C12)(CCC)C)=O)C1=NS(C2=C(N1)C=CC(=C2)O)(=O)=O (4-hydroxy-3-(7-hydroxy-1,1-dioxido-4H-1,2,4-benzothiadiazin-3-yl)-1-methyl-1-propylnaphthalen-2(1 H)-one). Isolated yield 61.8%. Reaction SMILES: C([O:8][C:9]1[CH:36]=[CH:35][C:12]2[NH:13][C:14]([C:19]3[C:20](=[O:34])[C:21]([CH3:33])([CH2:30][CH2:31][CH3:32])[C:22]4[C:27]([C:28]=3[OH:29])=[CH:26][CH:25]=[CH:24][CH:23]=4)=[N:15][S:16](=[O:18])(=[O:17])[C:11]=2[CH:10]=1)C1C=CC=CC=1>O1CCCC1.[Pd]>[OH:29][C:28]1[C:27]2[C:22](=[CH:23][CH:24]=[CH:25][CH:26]=2)[C:21]([CH3:33])([CH2:30][CH2:31][CH3:32])[C:20](=[O:34])[C:19]=1[C:14]1[NH:13][C:12]2[CH:35]=[CH:36][C:9]([OH:8])=[CH:10][C:11]=2[S:16](=[O:17])(=[O:18])[N:15]=1. Procedure details: A solution of Example 26G (1.44 g, 2.87 mmol) in tetrahydrofuran (40 mL) was treated with 10% palladium on carbon (0.145 g, 10% weight) and stirred at 25° C. under a hydrogen balloon for 72 hours. The vessel was purged with nitrogen gas and the mixture was filtered through celite. The filtrate was concentrated in vacuo to give the title compound (0.732 g, 62%). 1H NMR (300 MHz, DMSO-d6): δ ppm 0.63 (m, 4 H) 0.89 (m, 1 H) 1.57 (m, 3 H) 2.01 (m, 1 H) 2.19 (m, 1 H) 7.17 (m, 2 H) 7.55 (m, 2 H) 7.75 ...